Dataset: the Open Reaction Database (ORD), a public repository of structured organic reaction records. Task: describe an organic reaction: reactants, conditions, products, and yield Starting materials: ClCCN1CCCC1 (1-(2-chloro-ethyl)-pyrrolidine), Cl (hydrochloride), CC1=C(N(C2=CC=C(C=C12)C#C[Si](C)(C)C)CCN1CCCC1)C(=O)OCC (ethyl 3-methyl-1-(2-pyrrolidin-1-yl-ethyl)-5-trimethylsilanylethynyl-1H-indole-2-carboxylate), C(=O)([O-])[O-].[K+].[K+] (K2CO3). Run in CN(C)C=O (DMF), O (water). Run at temperature 60 celsius, time 42 hour. Yields the product C(#C)C=1C=C2C(=C(N(C2=CC1)CCN1CCCC1)C(=O)OCC)C (ethyl 5-ethynyl-3-methyl-1-(2-pyrrolidin-1-yl-ethyl)-1H-indole-2-carboxylate). RXN SMILES: ClCCN1CCCC1.Cl.[CH3:10][C:11]1[C:19]2[C:14](=[CH:15][CH:16]=[C:17]([C:20]#[C:21][Si](C)(C)C)[CH:18]=2)[N:13]([CH2:26][CH2:27][N:28]2[CH2:32][CH2:31][CH2:30][CH2:29]2)[C:12]=1[C:33]([O:35][CH2:36][CH3:37])=[O:34].C([O-])([O-])=O.[K+].[K+]>CN(C=O)C.O>[C:20]([C:17]1[CH:18]=[C:19]2[C:14](=[CH:15][CH:16]=1)[N:13]([CH2:26][CH2:27][N:28]1[CH2:29][CH2:30][CH2:31][CH2:32]1)[C:12]([C:33]([O:35][CH2:36][CH3:37])=[O:34])=[C:11]2[CH3:10])#[CH:21] |f:3.4.5|. Reported procedure: Under an argon atmosphere 562 mg (3.3 mmol) 1-(2-chloro-ethyl)-pyrrolidine (used as the hydrochloride) are added to a suspension of 900 mg (3.0 mmol) ethyl 3-methyl-1-(2-pyrrolidin-1-yl-ethyl)-5-trimethylsilanylethynyl-1H-indole-2-carboxylate and 457 mg (3.3 mmol) K2CO3 in 10 mL DMF and the reaction mixture is stirred for 42 h at 60° C. It is diluted with water, extracted exhaustively with EtOAc, the combined organic phases are washed with water and dried over Na2SO4. After the desiccant and sol... Procedure: To a solution of 6.75 g. (.007 m.) tert.-butylhydrazine in 50 ml. of methylene chloride containing 2 g. of anhydrous sodium sulfate, was added 3.0 g. (.0326 m.) chloroacetone. The addition was carried out dropwise holding the reaction temperature below 10° C. with an ice bath. The reaction was stirred and additional 45 minutes and filtered. The filtrate was washed with cold water (10° C.), dried over anhydrous sodium sulfate, filtered and the methylene chloride evaporated off using a rotating ev... Solvent: CCCCC (pentane). Reaction SMILES: [C:1]([NH:5][NH2:6])([CH3:4])([CH3:3])[CH3:2].C(Cl)Cl.S([O-])([O-])(=O)=O.[Na+].[Na+].Cl[CH2:18][C:19](=O)[CH3:20]>CCCCC>[C:1]([N:5]=[N:6][C:19]([CH3:20])=[CH2:18])([CH3:4])([CH3:3])[CH3:2] |f:2.3.4|. Product: C(C)(C)(C)N=NC(=C)C (2(-tert.-butylazo)propene). Conditions: time 45 minute. The reactants are C(C)(C)(C)NN (tert.-butylhydrazine), ClCC(C)=O (chloroacetone), crude material, C(Cl)Cl (methylene chloride), S(=O)(=O)([O-])[O-].[Na+].[Na+] (sodium sulfate). The reactants are CC(C)O, Cc1nc(Cl)c2ncn(C3OC(CO)C(O)C3O)c2n1, Cl, NC1CCC(O)CC1. The product is Cc1nc(NC2CCC(O)CC2)c2ncn(C3OC(CO)C(O)C3O)c2n1. RXN SMILES: [CH:30]([OH:31])([CH3:32])[CH3:33].[Cl:1][c:2]1[c:3]2[n:4][cH:5][n:6]([CH:12]3[CH:13]([OH:14])[CH:15]([OH:16])[CH:17]([CH2:19][OH:20])[O:18]3)[c:7]2[n:8][c:9]([CH3:11])[n:10]1.[ClH:21].[NH2:22][CH:23]1[CH2:24][CH2:25][CH:26]([OH:29])[CH2:27][CH2:28]1>>[c:2]1([NH:22][CH:23]2[CH2:24][CH2:25][CH:26]([OH:29])[CH2:27][CH2:28]2)[c:3]2[n:4][cH:5][n:6]([CH:12]3[CH:13]([OH:14])[CH:15]([OH:16])[CH:17]([CH2:19][OH:20])[O:18]3)[c:7]2[n:8][c:9]([CH3:11])[n:10]1. The reactants are C(C)(C)(C)OC(=O)N1CC=2C(CC1)=NN(C2OC)CC(=O)OCC (ethyl 5-t-butoxycarbonyl-3-methoxy-4,5,6,7-tetrahydropyrazolo[4,3-c]pyridin-2-acetate), C(F)(F)(F)C(=O)O (CF3CO2H). Run in C(Cl)Cl (methylene chloride). Run at time 2 hour. Product: COC=1N(N=C2C1CNCC2)CC(=O)OCC (Ethyl 3-methoxy-4,5,6,7-tetrahydropyrazolo[4,3-c]pyridin-2-acetate). RXN SMILES: C(OC([N:8]1[CH2:13][CH2:12][C:11]2=[N:14][N:15]([CH2:19][C:20]([O:22][CH2:23][CH3:24])=[O:21])[C:16]([O:17][CH3:18])=[C:10]2[CH2:9]1)=O)(C)(C)C.C(C(O)=O)(F)(F)F>C(Cl)Cl>[CH3:18][O:17][C:16]1[N:15]([CH2:19][C:20]([O:22][CH2:23][CH3:24])=[O:21])[N:14]=[C:11]2[CH2:12][CH2:13][NH:8][CH2:9][C:10]=12. Reported procedure: In 50 ml of methylene chloride was dissolved 2.73 g (8.40 mmol) of ethyl 5-t-butoxycarbonyl-3-methoxy-4,5,6,7-tetrahydropyrazolo[4,3-c]pyridin-2-acetate, and under ice-cooling, 10 ml of CF3CO2H was added to the solution and the mixture was stirred at room temperature for 2 hours.